This data is from the Open Reaction Database (ORD), a public repository of structured organic reaction records. The task is: describe an organic reaction: reactants, conditions, products, and yield Starting materials: CC(Nc1nc(Cl)ncc1Br)C(C)(C)O, CC#N, Cl, C[Si](C)(C)CCS(=O)(=O)N=S(=O)(c1ccc(N)cc1)C1CC1, C1COCCO1, O. The product is CC(Nc1nc(Nc2ccc(S(=O)(=NS(=O)(=O)CC[Si](C)(C)C)C3CC3)cc2)ncc1Br)C(C)(C)O. Reaction SMILES: [Br:1][c:2]1[c:3]([NH:9][CH:10]([C:11]([CH3:12])([OH:13])[CH3:14])[CH3:15])[n:4][c:5]([Cl:8])[n:6][cH:7]1.[CH3:39][C:40]#[N:41].[ClH:38].[NH2:16][c:17]1[cH:18][cH:19][c:20]([S:23](=[O:24])(=[N:25][S:26](=[O:27])(=[O:28])[CH2:29][CH2:30][Si:31]([CH3:32])([CH3:33])[CH3:34])[CH:35]2[CH2:36][CH2:37]2)[cH:21][cH:22]1.[O:42]1[CH2:43][CH2:44][O:45][CH2:46][CH2:47]1.[OH2:48]>>[Br:1][c:2]1[c:3]([NH:9][CH:10]([C:11]([CH3:12])([OH:13])[CH3:14])[CH3:15])[n:4][c:5]([NH:16][c:17]2[cH:18][cH:19][c:20]([S:23](=[O:24])(=[N:25][S:26](=[O:27])(=[O:28])[CH2:29][CH2:30][Si:31]([CH3:32])([CH3:33])[CH3:34])[CH:35]3[CH2:36][CH2:37]3)[cH:21][cH:22]2)[n:6][cH:7]1. Reactants: CC=1N(C(=CC1)C)C=1N=C(N(C1/C=C/C(=O)OC)CC1=CC=C(C=C1)C1=C(C=CC=C1)C1=NN=NN1)CCC (methyl (E)-3-[4-(2,5-dimethyl-1H-pyrrol-1-yl)-2-propyl-1-[[2'-(1H-tetrazol-5-yl) 1,1'-biphenyl-4-yl]methyl]-1H-imidazol-5-yl]-2-propenoate), C[Si]([O-])(C)C.[K+] (potassium trimethylsilanolate). Solvent: C1CCOC1 (THF). Product: CC=1N(C(=CC1)C)C=1N=C(N(C1/C=C/C(=O)O)CC1=CC=C(C=C1)C1=C(C=CC=C1)C1=NN=NN1)CCC ((E)-3-[4-(2,5-dimethyl-1H-pyrrol-1-yl)-2-propyl-1-[[2'-(1H-tetrazol-5-yl)-1,1'-biphenyl-4-yl]methyl]-1H-imidazol-5-yl]-2-propenoic acid). Isolated yield 85.4%. Reaction SMILES: [CH3:1][C:2]1[N:3]([C:8]2[N:9]=[C:10]([CH2:37][CH2:38][CH3:39])[N:11]([CH2:19][C:20]3[CH:25]=[CH:24][C:23]([C:26]4[CH:31]=[CH:30][CH:29]=[CH:28][C:27]=4[C:32]4[NH:36][N:35]=[N:34][N:33]=4)=[CH:22][CH:21]=3)[C:12]=2/[CH:13]=[CH:14]/[C:15]([O:17]C)=[O:16])[C:4]([CH3:7])=[CH:5][CH:6]=1.C[Si](C)(C)[O-].[K+]>C1COCC1>[CH3:1][C:2]1[N:3]([C:8]2[N:9]=[C:10]([CH2:37][CH2:38][CH3:39])[N:11]([CH2:19][C:20]3[CH:25]=[CH:24][C:23]([C:26]4[CH:31]=[CH:30][CH:29]=[CH:28][C:27]=4[C:32]4[NH:33][N:34]=[N:35][N:36]=4)=[CH:22][CH:21]=3)[C:12]=2/[CH:13]=[CH:14]/[C:15]([OH:17])=[O:16])[C:4]([CH3:7])=[CH:5][CH:6]=1 |f:1.2|. Reported procedure: A solution of methyl (E)-3-[4-(2,5-dimethyl-1H-pyrrol-1-yl)-2-propyl-1-[[2'-(1H-tetrazol-5-yl) 1,1'-biphenyl-4-yl]methyl]-1H-imidazol-5-yl]-2-propenoate (Example 52, 1.55 g, 3 mmol), and potassium trimethylsilanolate (0.96 g, 7.5 mmol) in dry THF (80 mL) was stirred at room temperature for 3 hours under an atmosphere of dry nitrogen. The resulting precipitate was collected by filtration, air dried, and then dissolved in water (50 mL). The free acid was precipitated out by the addition of 1N HCl ... Reactants: O1CCOC12CCN(CC2)[C@@H]2[C@@H]([C@]1(C)[C@@H](C2)[C@@H]2CC[C@H]3C[C@H]4[C@@H](C[C@]3(C)[C@H]2CC1)O4)O (16β-(1,4-Dioxa-8-azaspiro[4.5]dec-8-yl)-2α,3α-epoxy-5α-androstane-17β-ol), N1CCCCC1 (piperidine). Yields the product O1CCOC12CCN(CC2)[C@@H]2[C@@H]([C@]1(C)[C@@H](C2)[C@@H]2CC[C@H]3C[C@@H]([C@H](C[C@]3(C)[C@H]2CC1)N1CCCCC1)O)O (16β-(1,4-dioxa-8-azaspiro[4.5]dec-8-yl)-2β-(1-piperidinyl)-5α-androstane-3α,17β-diol). Yield: 87.5%. RXN SMILES: [O:1]1[C:5]2([CH2:10][CH2:9][N:8]([C@H:11]3[CH2:16][C@H:15]4[C@H:17]5[C@H:27]([CH2:28][CH2:29][C@:13]4([CH3:14])[C@H:12]3[OH:31])[C@:25]3([CH3:26])[C@H:20]([CH2:21][C@@H:22]4[O:30][C@@H:23]4[CH2:24]3)[CH2:19][CH2:18]5)[CH2:7][CH2:6]2)[O:4][CH2:3][CH2:2]1.[NH:32]1[CH2:37][CH2:36][CH2:35][CH2:34][CH2:33]1>>[O:1]1[C:5]2([CH2:6][CH2:7][N:8]([C@H:11]3[CH2:16][C@H:15]4[C@H:17]5[C@H:27]([CH2:28][CH2:29][C@:13]4([CH3:14])[C@H:12]3[OH:31])[C@:25]3([CH3:26])[C@H:20]([CH2:21][C@H:22]([OH:30])[C@@H:23]([N:32]4[CH2:37][CH2:36][CH2:35][CH2:34][CH2:33]4)[CH2:24]3)[CH2:19][CH2:18]5)[CH2:9][CH2:10]2)[O:4][CH2:3][CH2:2]1. Reported procedure: 16β-(1,4-Dioxa-8-azaspiro[4.5]dec-8-yl)-2α,3α-epoxy-5α-androstane-17β-ol is reacted with piperidine as described in Example 3 to give the title compound in a yield of 87.5%, m.p.: 183°-185° C.